From a dataset of the Open Reaction Database (ORD), a public repository of structured organic reaction records. describe an organic reaction: reactants, conditions, products, and yield The reactants are [N+](=[N-])=C(C(=O)OCC)CC=C (ethyl 2-diazopent-4-enoate), FC=1C=C(C=CC1CC=1C(N(C=2N(C1CCC)N=CN2)[C@@H]2CC[C@H](CC2)O)=O)C=2C(=CC=CC2)C#N (3′-fluoro-4′-{[4-(trans-4-hydroxycyclohexyl)-5-oxo-7-propyl-4,5-dihydro[1,2,4]triazolo[1,5-a]pyrimidin-6-yl]methyl}biphenyl-2-carbonitrile), [N+](=[N-])=C(C(=O)OCC)CC=C (ethyl 2-diazopent-4-enoate). Reagents/catalysts: C(C)(=O)[O-].[Rh+2].C(C)(=O)[O-] (rhodium(II) acetate). Run in C1(=CC=CC=C1)C (toluene), C1(=CC=CC=C1)C (toluene), C1(=CC=CC=C1)C (toluene). Reaction conditions: temperature 80 celsius, time 10 minute. The product is C(#N)C1=C(C=CC=C1)C1=CC(=C(C=C1)CC=1C(N(C=2N(C1CCC)N=CN2)[C@@H]2CC[C@H](CC2)OC(C(=O)OCC)CC=C)=O)F (ethyl 2-[(trans-4-{6-[(2′-cyano-3-fluorobiphenyl-4-yl)methyl]-5-oxo-7-propyl[1,2,4]triazolo[1,5-a]pyrimidin-4(5H)-yl}cyclohexyl)oxy]pent-4-enoate). The yield is 32.1%. As a reaction SMILES: [F:1][C:2]1[CH:3]=[C:4]([C:29]2[C:30]([C:35]#[N:36])=[CH:31][CH:32]=[CH:33][CH:34]=2)[CH:5]=[CH:6][C:7]=1[CH2:8][C:9]1[C:10](=[O:28])[N:11]([C@H:21]2[CH2:26][CH2:25][C@H:24]([OH:27])[CH2:23][CH2:22]2)[C:12]2[N:13]([N:18]=[CH:19][N:20]=2)[C:14]=1[CH2:15][CH2:16][CH3:17].[N+](=[C:39]([CH2:45][CH:46]=[CH2:47])[C:40]([O:42][CH2:43][CH3:44])=[O:41])=[N-]>C1(C)C=CC=CC=1.C([O-])(=O)C.[Rh+2].C([O-])(=O)C>[C:35]([C:30]1[CH:31]=[CH:32][CH:33]=[CH:34][C:29]=1[C:4]1[CH:5]=[CH:6][C:7]([CH2:8][C:9]2[C:10](=[O:28])[N:11]([C@H:21]3[CH2:26][CH2:25][C@H:24]([O:27][CH:39]([CH2:45][CH:46]=[CH2:47])[C:40]([O:42][CH2:43][CH3:44])=[O:41])[CH2:23][CH2:22]3)[C:12]3[N:13]([N:18]=[CH:19][N:20]=3)[C:14]=2[CH2:15][CH2:16][CH3:17])=[C:2]([F:1])[CH:3]=1)#[N:36] |f:3.4.5|. Procedure details: A mixture of 3′-fluoro-4′-{[4-(trans-4-hydroxycyclohexyl)-5-oxo-7-propyl-4,5-dihydro[1,2,4]triazolo[1,5-a]pyrimidin-6-yl]methyl}biphenyl-2-carbonitrile (2.0 g), rhodium(II) acetate (dimer) (0.018 g) and toluene (20 mL) was heated to 80° C. under an argon atmosphere, a solution of ethyl 2-diazopent-4-enoate (3.8 g) in toluene (20 mL) was added dropwise, and the mixture was stirred at 80° C. for 10 min. A solution of ethyl 2-diazopent-4-enoate (3.8 g) in toluene (10 mL) was further added, and the ... Starting materials: N(=C=O)C1=C2C(OCC2=C(C(=C1C/C=C(/CCC(=O)OC)\C)OC)C)=O (methyl (E)-6-(1,3-dihydro-4-isocyanato-6-methoxy-7-methyl-3-oxoisobenzofuran-5-yl)-4-methyl-4-hexenoate), CO (methanol). Yields the product COC(=O)NC1=C2C(OCC2=C(C(=C1C/C=C(/CCC(=O)OC)\C)OC)C)=O (methyl (E)-6-(1,3-dihydro-4-methoxycarbonylamino-6-methoxy-7-methyl-3-oxoisobenzofuran-5-yl)-4-methyl-4-hexenoate). RXN SMILES: [N:1]([C:4]1[C:12]([CH2:13]/[CH:14]=[C:15](\[CH3:22])/[CH2:16][CH2:17][C:18]([O:20][CH3:21])=[O:19])=[C:11]([O:23][CH3:24])[C:10]([CH3:25])=[C:9]2[C:5]=1[C:6](=[O:26])[O:7][CH2:8]2)=[C:2]=[O:3].[CH3:27][OH:28]>>[CH3:27][O:28][C:2]([NH:1][C:4]1[C:12]([CH2:13]/[CH:14]=[C:15](\[CH3:22])/[CH2:16][CH2:17][C:18]([O:20][CH3:21])=[O:19])=[C:11]([O:23][CH3:24])[C:10]([CH3:25])=[C:9]2[C:5]=1[C:6](=[O:26])[O:7][CH2:8]2)=[O:3]. Reported procedure: A solution of methyl (E)-6-(1,3-dihydro-4-isocyanato-6-methoxy-7-methyl-3-oxoisobenzofuran-5-yl)-4-methyl-4-hexenoate (1.0 g) in 10 ml methanol was heated to reflux for 4 hours and then evaporated to dryness. The residue was recrystallized from acetone/hexane to give 0.41 g of methyl (E)-6-(1,3-dihydro-4-methoxycarbonylamino-6-methoxy-7-methyl-3-oxoisobenzofuran-5-yl)-4-methyl-4-hexenoate. The ester (0.35 g) and 0.05 g of LiOH-H2O in 9 ml 2:1 MeOH-H2O was heated at reflux for 4 hours. The mixtur... As a reaction SMILES: [CH3:1][CH:2]([CH3:6])[CH2:3][CH2:4]N.[OH:7][CH2:8][C@@H:9]1[CH2:13][CH2:12][CH2:11][N:10]1[CH2:14][CH:15]([N:17]1[C:30]2[CH:29]=[C:28]([C:31](=[S:33])[NH2:32])[CH:27]=[CH:26][C:25]=2[S:24][C:23]2[C:18]1=[CH:19][CH:20]=[CH:21][CH:22]=2)[CH3:16]>C(O)C>[OH:7][CH2:8][C@@H:9]1[CH2:13][CH2:12][CH2:11][N:10]1[CH2:14][CH:15]([N:17]1[C:30]2[CH:29]=[C:28]([C:31](=[S:33])[NH:32][CH2:4][CH2:3][CH:2]([CH3:6])[CH3:1])[CH:27]=[CH:26][C:25]=2[S:24][C:23]2[C:18]1=[CH:19][CH:20]=[CH:21][CH:22]=2)[CH3:16]. Yields the product OC[C@H]1N(CCC1)CC(C)N1C2=CC=CC=C2SC=2C=CC(=CC12)C(NCCC(C)C)=S (10-{1-[(2S)-2-hydroxymethyl-1-pyrrolidinyl]-2-propyl}-N-(3-methylbutyl)-2-phenothiazinecarbothioamide). Procedure: 3-Methylbutylamine (1.74 cc) is added to a solution of 10-{1-[(2S)-2-hydroxymethyl-1-pyrrolidinyl]-2-propyl}-2-phenothiazinecarbothioamide, L series (1.20 g) in absolute ethanol (20 cc). The mixture is brought to 150° C. for 16 hours. The reaction mixture is concentrated to dryness under reduced pressure (30 mm Hg; 4 kPa) at 40° C. The residue is diluted with ethyl acetate (100 cc), washed with distilled water (2×50 cc), dried over magnesium sulphate and then concentrated to dryness under reduce... Run at time 16 hour. Solvent: C(C)O (ethanol). Reactants: CC(CCN)C (3-Methylbutylamine), OC[C@H]1N(CCC1)CC(C)N1C2=CC=CC=C2SC=2C=CC(=CC12)C(N)=S (10-{1-[(2S)-2-hydroxymethyl-1-pyrrolidinyl]-2-propyl}-2-phenothiazinecarbothioamide). Reactants: C(C1=CC=CC=C1)N1C(CC(C1)(CCOC1OCCCC1)C1=CC2=CC=CC=C2C=C1)=O (1-Benzyl-4-naphthalen-2-yl-4-[2-(tetrahydro-pyran-2-yloxy)-ethyl]pyrrolidin-2-one), C1(=CC=C(C=C1)S(=O)(=O)O)C (p-toluenesulfonic acid). Run in CO (methanol). Reaction conditions: temperature 20 celsius, time 4 hour. The product is C(C1=CC=CC=C1)N1C(CC(C1)(C1=CC2=CC=CC=C2C=C1)CCO)=O (1-benzyl-4-(2-hydroxy-ethyl)-4-napthalene-2-yl-pyrrolidin-2-one). Yield: 65.8%. Reaction SMILES: [CH2:1]([N:8]1[CH2:12][C:11]([C:22]2[CH:31]=[CH:30][C:29]3[C:24](=[CH:25][CH:26]=[CH:27][CH:28]=3)[CH:23]=2)([CH2:13][CH2:14][O:15]C2CCCCO2)[CH2:10][C:9]1=[O:32])[C:2]1[CH:7]=[CH:6][CH:5]=[CH:4][CH:3]=1.C1(C)C=CC(S(O)(=O)=O)=CC=1>CO>[CH2:1]([N:8]1[CH2:12][C:11]([CH2:13][CH2:14][OH:15])([C:22]2[CH:31]=[CH:30][C:29]3[C:24](=[CH:25][CH:26]=[CH:27][CH:28]=3)[CH:23]=2)[CH2:10][C:9]1=[O:32])[C:2]1[CH:7]=[CH:6][CH:5]=[CH:4][CH:3]=1. Procedure details: 1-Benzyl-4-naphthalen-2-yl-4-[2-(tetrahydro-pyran-2-yloxy)-ethyl]pyrrolidin-2-one (003F145) (1.1620g, 2.71 mmol) was dissolved in methanol (2.7 mL) and treated with p-toluenesulfonic acid (0.0515 g, 0.27 mmol, 0.1 eq.). The solution was allowed to stir at 20° C. for 4 hours. The residue was chromatographed on silica gel with a gradient from 50% ethyl acetate in hexane to 5% methanol in dichloromethane to give the 0.6161 g (66%) of the title compound. The reactants are BrC1=CC=CC=C1 (Bromobenzene), C(C=C)(=O)Cl (acryloyl chloride), [Cl-].[Al+3].[Cl-].[Cl-] (aluminium chloride). Run in ClCCl (dichloromethane). The product is C(C=C)(=O)C1=CC=C(C=C1)Br (1-acryloyl-4-bromobenzene). As a reaction SMILES: [Br:1][C:2]1[CH:7]=[CH:6][CH:5]=[CH:4][CH:3]=1.[C:8](Cl)(=[O:11])[CH:9]=[CH2:10].[Cl-].[Al+3].[Cl-].[Cl-]>ClCCl>[C:8]([C:5]1[CH:6]=[CH:7][C:2]([Br:1])=[CH:3][CH:4]=1)(=[O:11])[CH:9]=[CH2:10] |f:2.3.4.5|. Reported procedure: Bromobenzene (0.5 mL), acryloyl chloride (110 mg), and aluminium chloride (160 mg) were reacted in dichloromethane (1.5 mL) at from 0° C. to room temperature for 4 hours. The resultant was treated in the same manner as described in Example 1 to obtain the title compound (1207.0 mg).